This data is from the Open Reaction Database (ORD), a public repository of structured organic reaction records. The task is: describe an organic reaction: reactants, conditions, products, and yield Reactants: CCOP(=O)(CC#N)OCC, C1CCOC1, COc1cc(OC)cc(C(=O)c2cccc(OC)c2OC)c1, C[Si](C)(C)[N-][Si](C)(C)C, [Li+], COc1cc(OC)cc(C(=CC#N)c2ccc3c(c2)OCCO3)c1. The product is COc1cc(OC)cc(C(=CC#N)c2cccc(OC)c2OC)c1. As a reaction SMILES: [CH2:23]([O:24][P:25](=[O:26])([O:27][CH2:28][CH3:29])[CH2:31][C:32]#[N:33])[CH3:30].[CH2:68]1[O:69][CH2:70][CH2:71][CH2:72]1.[CH3:1][O:2][c:3]1[c:4]([C:11](=[O:12])[c:13]2[cH:14][c:15]([O:21][CH3:22])[cH:16][c:17]([O:19][CH3:20])[cH:18]2)[cH:5][cH:6][cH:7][c:8]1[O:9][CH3:10].[CH3:34][Si:35]([N-:36][Si:37]([CH3:38])([CH3:39])[CH3:40])([CH3:41])[CH3:42].[Li+:43].[O:44]1[c:45]2[cH:46][cH:47][c:48]([C:49]([c:50]3[cH:51][c:52]([O:53][CH3:54])[cH:55][c:56]([O:57][CH3:58])[cH:59]3)=[CH:60][C:61]#[N:62])[cH:63][c:64]2[O:65][CH2:66][CH2:67]1>>[CH3:1][O:2][c:3]1[c:4]([C:11]([c:13]2[cH:14][c:15]([O:21][CH3:22])[cH:16][c:17]([O:19][CH3:20])[cH:18]2)=[CH:31][C:32]#[N:33])[cH:5][cH:6][cH:7][c:8]1[O:9][CH3:10].